Dataset: the Open Reaction Database (ORD), a public repository of structured organic reaction records. Task: describe an organic reaction: reactants, conditions, products, and yield Reactants: resultant mixture, OCCN(C(CNS(=O)(=O)C1=C(C=CC=C1)[N+](=O)[O-])=O)CC1=CC(=NC=C1)C1=CC(=C(C(=C1)OC)OC)OC (N-(2-Hydroxyethyl)-N-[[2-(3,4,5-trimethoxy-phenyl)pyridin-4-yl]methyl]-Nα-(2-nitrobenzenesulfonyl)-glycine amide), CCOC(=O)/N=N/C(=O)OCC (DEAD), C1(=CC=CC=C1)P(C1=CC=CC=C1)C1=CC=CC=C1 (triphenylphosphine). Solvent: C1CCOC1 (THF). Product: [N+](=O)([O-])C1=C(C=CC=C1)S(=O)(=O)N1CC(N(CC1)CC1=CC(=NC=C1)C1=CC(=C(C(=C1)OC)OC)OC)=O (1-(2-nitrobenzenesulfonyl)-3-oxo-4-[[2-(3,4,5-trimethoxyphenyl)pyridin-4-yl]methyl]piperazine). As a reaction SMILES: O[CH2:2][CH2:3][N:4]([CH2:21][C:22]1[CH:27]=[CH:26][N:25]=[C:24]([C:28]2[CH:33]=[C:32]([O:34][CH3:35])[C:31]([O:36][CH3:37])=[C:30]([O:38][CH3:39])[CH:29]=2)[CH:23]=1)[C:5](=[O:20])[CH2:6][NH:7][S:8]([C:11]1[CH:16]=[CH:15][CH:14]=[CH:13][C:12]=1[N+:17]([O-:19])=[O:18])(=[O:10])=[O:9].C1(P(C2C=CC=CC=2)C2C=CC=CC=2)C=CC=CC=1.CCOC(/N=N/C(OCC)=O)=O>C1COCC1>[N+:17]([C:12]1[CH:13]=[CH:14][CH:15]=[CH:16][C:11]=1[S:8]([N:7]1[CH2:2][CH2:3][N:4]([CH2:21][C:22]2[CH:27]=[CH:26][N:25]=[C:24]([C:28]3[CH:33]=[C:32]([O:34][CH3:35])[C:31]([O:36][CH3:37])=[C:30]([O:38][CH3:39])[CH:29]=3)[CH:23]=2)[C:5](=[O:20])[CH2:6]1)(=[O:10])=[O:9])([O-:19])=[O:18]. Reported procedure: N-(2-Hydroxyethyl)-N-[[2-(3,4,5-trimethoxy-phenyl)pyridin-4-yl]methyl]-Nα-(2-nitrobenzenesulfonyl)-glycine amide (2.22 g) was dissolved in THF, and to the solution triphenylphosphine (1.55 g) was added. DEAD (1.03 g) was slowly added to the mixture at room temperature, and the resultant mixture was stirred overnight at room temperature under an argon atmosphere. After the reaction mixture was concentrated under reduced pressure, ethyl acetate was added to the residue. The mixture was washed with... Product: COCCOC=1C(=NC=CC1)C(=O)O (3-(2-Methoxyethoxy)-pyridine-2-carboxylic acid). Run at time 18 hour. Starting materials: FC=1C(=NC=CC1)C(=O)O (3-Fluoropyridine-2-carboxylic acid), COCCO (2-methoxyethanol), CC(C)([O-])C.[K+] (potassium tert-butoxide). Run in O (water), Cl (HCl). Procedure: 3-Fluoropyridine-2-carboxylic acid (150 mg, 1.06 mol), 2-methoxyethanol (1.5 mL) and potassium tert-butoxide (356 mg, 3.18 mmol) were charged to a sealed tube under nitrogen then stirred at 100 C for 18 h. The mixture was then diluted with water (3 mL), 1M HCl was added to bring the solution to pH 5 and the mixture was extracted with DCM (2×5 mL). 1M HCl was added to the aqueous layer to bring the solution to pH 3 and the mixture was extracted with DCM (2×5 mL). The combined organic extractions ... RXN SMILES: F[C:2]1[C:3]([C:8]([OH:10])=[O:9])=[N:4][CH:5]=[CH:6][CH:7]=1.[CH3:11][O:12][CH2:13][CH2:14][OH:15].CC(C)([O-])C.[K+]>O.Cl>[CH3:11][O:12][CH2:13][CH2:14][O:15][C:2]1[C:3]([C:8]([OH:10])=[O:9])=[N:4][CH:5]=[CH:6][CH:7]=1 |f:2.3|. Isolated yield 26.0%. The reactants are O=C(CBr)C(F)(F)F, COC(=S)c1cc(NC(N)=S)c(C)s1, COC(=O)c1cc(NC2=[SH]CC(O)(C(F)(F)F)N2)c(C)s1. The product is COC(=S)c1cc(NC2=[SH]CC(O)(C(F)(F)F)N2)c(C)s1. Reaction SMILES: [Br:36][CH2:37][C:38]([C:39]([F:40])([F:41])[F:42])=[O:43].[NH2:22][C:23](=[S:24])[NH:25][c:26]1[cH:27][c:28]([C:29]([O:30][CH3:31])=[S:32])[s:33][c:34]1[CH3:35].[OH:1][C:2]1([C:18]([F:19])([F:20])[F:21])[NH:3][C:4]([NH:7][c:8]2[cH:9][c:10]([C:14](=[O:15])[O:16][CH3:17])[s:11][c:12]2[CH3:13])=[SH:5][CH2:6]1>>[OH:1][C:2]1([C:18]([F:19])([F:20])[F:21])[NH:3][C:4]([NH:7][c:8]2[cH:9][c:10]([C:14]([O:16][CH3:17])=[S:24])[s:11][c:12]2[CH3:13])=[SH:5][CH2:6]1. Reaction SMILES: [CH:1]([N:4]1[CH2:9][CH2:8][N:7]([C:10]([CH:12]2[CH2:17][CH2:16][NH:15][CH2:14][CH2:13]2)=[O:11])[CH2:6][CH2:5]1)([CH3:3])[CH3:2].[Cl:18][C:19]1[CH:24]=[CH:23][C:22]([C:25]#[N:26])=[CH:21][N:20]=1.C(=O)([O-])[O-].[K+].[K+].C(=O)([O-])O.[Na+]>CS(C)=O.CCOC(C)=O>[ClH:18].[CH:1]([N:4]1[CH2:9][CH2:8][N:7]([C:10]([CH:12]2[CH2:13][CH2:14][N:15]([C:19]3[CH:24]=[CH:23][C:22]([C:25]#[N:26])=[CH:21][N:20]=3)[CH2:16][CH2:17]2)=[O:11])[CH2:6][CH2:5]1)([CH3:3])[CH3:2] |f:2.3.4,5.6,9.10|. Reported procedure: To 1-isopropyl-4-(piperidine4-carbonyl)-piperazine (0.239 g)(D1) and 2-chloro-5-cyano-pyridine (0.138 g), dissolved in DMSO (5 ml), was added potassium carbonate (0.14 g). The reaction was heated to 80° C. for 4 h before cooling and dilution with saturated sodium hydrogen carbonate (50 ml) and EtOAc (80 ml). The EtOAc layer was washed further with brine (3×80 ml) and then extracted with 1N HCl. The aqueous HCl extract was basified and back-extracted with EtOAc which was concentrated under vacuum... Isolated yield 39.9%. Conditions: temperature 80 celsius. Yields the product Cl.C(C)(C)N1CCN(CC1)C(=O)C1CCN(CC1)C1=NC=C(C=C1)C#N (1-Isopropyl-4-[1-(5-cyano-pyridin-2-yl)-piperidine4-carbonyl]-piperazine hydrochloride). The solvent is CS(=O)C (DMSO), CCOC(=O)C (EtOAc). The reactants are C([O-])([O-])=O.[K+].[K+] (potassium carbonate), C(O)([O-])=O.[Na+] (sodium hydrogen carbonate), C(C)(C)N1CCN(CC1)C(=O)C1CCNCC1 (1-Isopropyl-4-(piperidine-4-carbonyl)-piperazine), ClC1=NC=C(C=C1)C#N (2-chloro-5-cyano-pyridine). The reactants are C(=O)(N1C=NC=C1)N1C=NC=C1 (1,1′-carbonyl-diimidazole), C(C)(C)(C)OC(=O)N1CCN(CC1)C=1C2=C(N=C(N1)C(=O)O)SC(=C2)CC (4-(4-tert-Butoxycarbonyl-piperazin-1-yl)-6-ethyl-thieno[2,3-d]pyrimidine-2-carboxylic acid), N (ammonia). Solvent: O1CCCC1 (tetrahydrofuran). Conditions: time 30 minute. Yields the product C(C)(C)(C)OC(=O)N1CCN(CC1)C=1C2=C(N=C(N1)C(N)=O)SC(=C2)CC (4-(2-Carbamoyl-6-ethyl-thieno[2,3-d]pyrimidin-4-yl)-piperazine-1-carboxylic acid tert-butyl ester). The yield is 47.0%. As a reaction SMILES: [C:1]([O:5][C:6]([N:8]1[CH2:13][CH2:12][N:11]([C:14]2[C:15]3[CH:25]=[C:24]([CH2:26][CH3:27])[S:23][C:16]=3[N:17]=[C:18]([C:20](O)=[O:21])[N:19]=2)[CH2:10][CH2:9]1)=[O:7])([CH3:4])([CH3:3])[CH3:2].C(N1C=CN=C1)([N:30]1C=CN=C1)=O.N>O1CCCC1>[C:1]([O:5][C:6]([N:8]1[CH2:13][CH2:12][N:11]([C:14]2[C:15]3[CH:25]=[C:24]([CH2:26][CH3:27])[S:23][C:16]=3[N:17]=[C:18]([C:20](=[O:21])[NH2:30])[N:19]=2)[CH2:10][CH2:9]1)=[O:7])([CH3:2])([CH3:4])[CH3:3]. Procedure: 4-(4-tert-Butoxycarbonyl-piperazin-1-yl)-6-ethyl-thieno[2,3-d]pyrimidine-2-carboxylic acid (102.3 mg) was dissolved in tetrahydrofuran (0.50 mL) and 1,1′-carbonyl-diimidazole (42.3 mg) was added. The reaction was stirred at room temperature for 30 minutes and ammonia (0.5 M in dioxane, 1.57 mL) was added. The reaction was stirred at room temperature for 8 days and concentrated to dryness. The residue was purified on silica gel (0% to 10% ethyl acetate/hexane over 30 minutes) giving the desired p... The reactants are C=O (paraformaldehyde), Cl.NO (hydroxylamine hydrochloride), C(C)(=O)[O-].[K+] (potassium acetate), diazonium, C=O (paraformaldehyde), C(C)(=O)[O-].[K+] (potassium acetate), S(=O)([O-])[O-].[Na+].[Na+] (sodium sulfite), N(=O)[O-].[Na+] (NaNO2), Cl.CC1=C(N)C(=CC(=C1)C(C)C)C (2,6-dimethyl-4-isopropylaniline hydrochloride), C(C)(=O)[O-].[K+] (Potassium acetate). Reagents/catalysts: S(=O)(=O)([O-])[O-].[Cu+2] (copper sulfate). Solvent: O (water), Cl (HCl), O (water), O (water), Cl (HCl). Conditions: temperature 0 celsius, time 1.5 hour. Yields the product CC1=C(C=O)C(=CC(=C1)C(C)C)C (2,6-Dimethyl-4-isopropylbenzaldehyde). Isolated yield 16.3%. RXN SMILES: N([O-])=O.[Na+].Cl.[CH3:6][C:7]1[CH:13]=[C:12]([CH:14]([CH3:16])[CH3:15])[CH:11]=[C:10]([CH3:17])[C:8]=1N.[C:18]([O-])(=[O:20])C.[K+].C=O.Cl.NO.S([O-])([O-])=O.[Na+].[Na+]>O.Cl.S([O-])([O-])(=O)=O.[Cu+2]>[CH3:6][C:7]1[CH:13]=[C:12]([CH:14]([CH3:16])[CH3:15])[CH:11]=[C:10]([CH3:17])[C:8]=1[CH:18]=[O:20] |f:0.1,2.3,4.5,7.8,9.10.11,14.15|. Reported procedure: A solution of NaNO2 (1.75 g, 25 mmol) in water (4 mL) was added to a stirred solution of 2,6-dimethyl-4-isopropylaniline hydrochloride (Schubert, W. M. et al. J. Amer. Chem. Soc. 1954, 76:1) (5 g, 25 mmol) in concentrated HCl (4.5 mL) at 0° C. The mixture was allowed to stir at 0° C. for 1.5 hours. Potassium acetate (6 g) was then added. At the same time, a solution of paraformaldehyde (1.15 g), hydroxylamine hydrochloride (2.63 g, 37.84 mmol) and potassium acetate (5.1 g) in water (17 mL) was h... Starting materials: CC(C)(C)OC(=O)N1CCCc2cc(C#N)ccc2C1, O=C([O-])O, CCO, Cl, NO, [Na+]. The product is CC(C)(C)OC(=O)N1CCCc2cc(C(=N)NO)ccc2C1. RXN SMILES: [C:1](#[N:2])[c:3]1[cH:4][cH:5][c:6]2[c:7]([cH:20]1)[CH2:8][CH2:9][CH2:10][N:11]([C:13](=[O:14])[O:15][C:16]([CH3:17])([CH3:18])[CH3:19])[CH2:12]2.[C:24](=[O:25])([OH:26])[O-:27].[CH3:29][CH2:30][OH:31].[ClH:21].[NH2:22][OH:23].[Na+:28]>>[C:1](=[NH:2])([c:3]1[cH:4][cH:5][c:6]2[c:7]([cH:20]1)[CH2:8][CH2:9][CH2:10][N:11]([C:13](=[O:14])[O:15][C:16]([CH3:17])([CH3:18])[CH3:19])[CH2:12]2)[NH:22][OH:23].